From a dataset of the Open Reaction Database (ORD), a public repository of structured organic reaction records. describe an organic reaction: reactants, conditions, products, and yield Reactants: NC=1SC(=CC1C(=O)N)C1=C(C=C(C=C1F)C(C)(C)O)F (2-amino-5-[2,6-difluoro-4-(1-hydroxy-1-methylethyl)phenyl]thiophene-3-carboxamide), ClC1=CC=C(C(=N1)F)C(C)(C)O (2-(6-chloro-2-fluoropyridin-3-yl)propan-2-ol). Yields the product FC1=C(C(=CC(=C1)C(C)(C)O)F)C1=CC(=C(S1)NC1=NC(=C(C=C1)C(C)(C)O)F)C(=O)N (5-[2,6-difluoro-4-(1-hydroxy-1-methylethyl)phenyl]-2-{[6-fluoro-5-(1-hydroxy-1-methylethyl)pyridin-2-yl]amino}thiophene-3-carboxamide). RXN SMILES: [NH2:1][C:2]1[S:3][C:4]([C:10]2[C:15]([F:16])=[CH:14][C:13]([C:17]([OH:20])([CH3:19])[CH3:18])=[CH:12][C:11]=2[F:21])=[CH:5][C:6]=1[C:7]([NH2:9])=[O:8].Cl[C:23]1[N:28]=[C:27]([F:29])[C:26]([C:30]([OH:33])([CH3:32])[CH3:31])=[CH:25][CH:24]=1>>[F:16][C:15]1[CH:14]=[C:13]([C:17]([OH:20])([CH3:18])[CH3:19])[CH:12]=[C:11]([F:21])[C:10]=1[C:4]1[S:3][C:2]([NH:1][C:23]2[CH:24]=[CH:25][C:26]([C:30]([OH:33])([CH3:32])[CH3:31])=[C:27]([F:29])[N:28]=2)=[C:6]([C:7]([NH2:9])=[O:8])[CH:5]=1. Procedure: The title compound was prepared as described in Example 1 using, 2-amino-5-[2,6-difluoro-4-(1-hydroxy-1-methylethyl)phenyl]thiophene-3-carboxamide (52 mg, 0.17 mmol) and 2-(6-chloro-2-fluoropyridin-3-yl)propan-2-ol (32 mg, 0.17 mmol) as starting materials. Starting materials: III, I.N=C1NCCN1 (2-iminoimidazolidine hydroiodide), [H-].[Li+] (lithium hydride), BrC1=C(C(=CC=C1)Br)N=C=O (2,6-dibromophenyl isocyanate). Solvent: CN(C=O)C (dimethylformamide), CN(C=O)C (dimethylformamide), CN(C=O)C (dimethylformamide). Reaction conditions: time 8 hour. Product: BrC1=C(C(=CC=C1)Br)NC(=O)N=C1NCCN1 (N-(2,6-dibromophenyl)-N'-(2-imidazolidinylidene)urea). RXN SMILES: I.[NH:2]=[C:3]1[NH:7][CH2:6][CH2:5][NH:4]1.[H-].[Li+].[Br:10][C:11]1[CH:16]=[CH:15][CH:14]=[C:13]([Br:17])[C:12]=1[N:18]=[C:19]=[O:20]>CN(C)C=O>[Br:10][C:11]1[CH:16]=[CH:15][CH:14]=[C:13]([Br:17])[C:12]=1[NH:18][C:19]([N:2]=[C:3]1[NH:7][CH2:6][CH2:5][NH:4]1)=[O:20] |f:0.1,2.3|. Reported procedure: In a manner similar to that described in Examples II and III, a solution of 12.0 grams (0.0563 mole) of 2-iminoimidazolidine hydroiodide in 50 milliliters of dry dimethylformamide is added dropwise with cooling and under an atmosphere of nitrogen to a suspension of 447 milligrams (0.0563 mole) of lithium hydride in 50 milliliters of dry dimethylformamide. After completion of the addition the mixture is allowed to warm to room temperature over a period of about half an hour, then cooled to 0°-5° ... Starting materials: OC1CC2=C(C3=C(OC4=C2C=CC=C4)C=CC=C3)CC1 (2-hydroxy-1,2,3,4-tetrahydro-tribenzo(b,d,f)-oxepine), N1=CC=CC=C1 (pyridine), CS(=O)(=O)Cl (methane sulphonylchloride). The solvent is O (water). Reaction conditions: temperature 0 celsius, time 2 hour. Product: S(=O)(=O)(C)OC1CC2=C(C3=C(OC4=C2C=CC=C4)C=CC=C3)CC1 (2-mesyloxy-1,2,3,4-tetrahydro-tribenzo(b,d,f)-oxepine). As a reaction SMILES: [OH:1][CH:2]1[CH2:20][CH2:19][C:5]2[C:6]3[CH:18]=[CH:17][CH:16]=[CH:15][C:7]=3[O:8][C:9]3[CH:14]=[CH:13][CH:12]=[CH:11][C:10]=3[C:4]=2[CH2:3]1.N1C=CC=CC=1.[CH3:27][S:28](Cl)(=[O:30])=[O:29]>O>[S:28]([O:1][CH:2]1[CH2:20][CH2:19][C:5]2[C:6]3[CH:18]=[CH:17][CH:16]=[CH:15][C:7]=3[O:8][C:9]3[CH:14]=[CH:13][CH:12]=[CH:11][C:10]=3[C:4]=2[CH2:3]1)([CH3:27])(=[O:30])=[O:29]. Procedure: 6.2 g of 2-hydroxy-1,2,3,4-tetrahydro-tribenzo(b,d,f)-oxepine are added to a mixture of 16.8 ml of pyridine and methane sulphonylchloride, after which the mixture is stirred for 2 hours at 0° C and then another 2 hours at room temperature. After that the mixture is poured out into water and then extracted with ether. The ether layers are dried and evaporated to dryness. Reactants: ClC1=C(C(=CC=C1)Cl)C=C(C(=O)O)S (2,6-dichlorophenyl-2-mercapto-2-propenoic acid), [OH-].[K+] (potassium hydroxide). Run in O (water). Product: C(=O)(O)C1=CC2=C(S1)C=CC=C2Cl (2-carboxy-4-chlorobenzo[b]thiophene). RXN SMILES: [Cl:1][C:2]1[CH:7]=[CH:6][CH:5]=[C:4](Cl)[C:3]=1[CH:9]=[C:10]([SH:14])[C:11]([OH:13])=[O:12].[OH-].[K+]>O>[C:11]([C:10]1[S:14][C:4]2[CH:5]=[CH:6][CH:7]=[C:2]([Cl:1])[C:3]=2[CH:9]=1)([OH:13])=[O:12] |f:1.2|. Procedure details: A suspension of (Z)-3-(2,6-dichlorophenyl-2-mercapto-2-propenoic acid (72.4 g) and water (362 ml) was stirred at room temperature. Further, potassium hydroxide (40.8 g) was added, and the mixture was heated under reflux for 4 hours. After the mixture was allowed to cool, the mixture was stirred for 1 hour while cooling with ice. The precipitated crystals ((Z)-3-(2,6-dichlorophenyl-2-mercapto-2-propenoic acid potassium salt) were collected by filtration and washed with cold water. After the cryst...